The task is: describe an organic reaction: reactants, conditions, products, and yield. This data is from the Open Reaction Database (ORD), a public repository of structured organic reaction records. The reactants are BrC=1C(=NC(=NC1NC)Cl)C(=O)N(C)OC (5-bromo-2-chloro-N-methoxy-N-methyl-6-(methylamino)pyrimidine-4-carboxamide), C(CCC)[Sn](C=C)(CCCC)CCCC (tributyl(vinyl)stannane). Reagents/catalysts: C=1C=CC(=CC1)[P](C=2C=CC=CC2)(C=3C=CC=CC3)[Pd]([P](C=4C=CC=CC4)(C=5C=CC=CC5)C=6C=CC=CC6)([P](C=7C=CC=CC7)(C=8C=CC=CC8)C=9C=CC=CC9)[P](C=1C=CC=CC1)(C=1C=CC=CC1)C=1C=CC=CC1 (tetrakis). The solvent is C1(=CC=CC=C1)C (toluene). Yields the product ClC1=NC(=C(C(=N1)C(=O)N(C)OC)C=C)NC (2-chloro-N-methoxy-N-methyl-6-(methylamino)-5-vinylpyrimidine-4-carboxamide). Isolated yield 27.7%. Reaction SMILES: Br[C:2]1[C:3]([C:11]([N:13]([O:15][CH3:16])[CH3:14])=[O:12])=[N:4][C:5]([Cl:10])=[N:6][C:7]=1[NH:8][CH3:9].[CH2:17]([Sn](CCCC)(CCCC)C=C)[CH2:18]CC>C1(C)C=CC=CC=1.C1C=CC([P]([Pd]([P](C2C=CC=CC=2)(C2C=CC=CC=2)C2C=CC=CC=2)([P](C2C=CC=CC=2)(C2C=CC=CC=2)C2C=CC=CC=2)[P](C2C=CC=CC=2)(C2C=CC=CC=2)C2C=CC=CC=2)(C2C=CC=CC=2)C2C=CC=CC=2)=CC=1>[Cl:10][C:5]1[N:4]=[C:3]([C:11]([N:13]([O:15][CH3:16])[CH3:14])=[O:12])[C:2]([CH:17]=[CH2:18])=[C:7]([NH:8][CH3:9])[N:6]=1 |^1:42,44,63,82|. Procedure details: A solution of 5-bromo-2-chloro-N-methoxy-N-methyl-6-(methylamino)pyrimidine-4-carboxamide (100 mg), tributyl(vinyl)stannane (113 mg), tetrakis (23 mg) in toluene (1.6 mL) was heated at 95° C. for 12 h, and the solvent was removed. The residue was purified by preparative TLC eluting with 50% EtOAc/Hexanes to give the title compound as a colorless oil (23 mg). LC-MS (M+H)+=257.06. The reactants are CCN=C=NCCCN(C)C, CN(C)c1ccncc1, Clc1ccc(OC2CCNCC2)cc1, ClCCl, O=C(O)CN1CCCC(c2ccccc2)(c2ccccc2)C1=O. The product is O=C(CN1CCCC(c2ccccc2)(c2ccccc2)C1=O)N1CCC(Oc2ccc(Cl)cc2)CC1. Reaction SMILES: [CH2:38]([N:39]=[C:40]=[N:41][CH2:42][CH2:43][CH2:44][N:45]([CH3:46])[CH3:47])[CH3:48].[CH3:49][N:50]([CH3:51])[c:52]1[cH:53][cH:54][n:55][cH:56][cH:57]1.[Cl:24][c:25]1[cH:26][cH:27][c:28]([O:29][CH:30]2[CH2:31][CH2:32][NH:33][CH2:34][CH2:35]2)[cH:36][cH:37]1.[Cl:58][CH2:59][Cl:60].[O:1]=[C:2]1[N:3]([CH2:20][C:21](=[O:22])[OH:23])[CH2:4][CH2:5][CH2:6][C:7]1([c:8]1[cH:9][cH:10][cH:11][cH:12][cH:13]1)[c:14]1[cH:15][cH:16][cH:17][cH:18][cH:19]1>>[O:1]=[C:2]1[N:3]([CH2:20][C:21](=[O:23])[N:33]2[CH2:32][CH2:31][CH:30]([O:29][c:28]3[cH:27][cH:26][c:25]([Cl:24])[cH:37][cH:36]3)[CH2:35][CH2:34]2)[CH2:4][CH2:5][CH2:6][C:7]1([c:8]1[cH:9][cH:10][cH:11][cH:12][cH:13]1)[c:14]1[cH:15][cH:16][cH:17][cH:18][cH:19]1. Reactants: CS(C)=O, C[S+](C)C, O=C(COc1ccc(Cl)cc1)c1ccc(Br)s1, [H-], [I-], [Na+]. Product: Clc1ccc(OCC2(c3ccc(Br)s3)CO2)cc1. Reaction SMILES: [CH3:25][S:26](=[O:27])[CH3:28].[CH3:4][S+:5]([CH3:6])[CH3:7].[Cl:8][c:9]1[cH:10][cH:11][c:12]([O:13][CH2:14][C:15](=[O:16])[c:17]2[cH:18][cH:19][c:20]([Br:22])[s:21]2)[cH:23][cH:24]1.[H-:1].[I-:3].[Na+:2]>>[CH2:4]1[C:15]([CH2:14][O:13][c:12]2[cH:11][cH:10][c:9]([Cl:8])[cH:24][cH:23]2)([c:17]2[cH:18][cH:19][c:20]([Br:22])[s:21]2)[O:16]1. Reactants: CC1CC2(C3=C(CC(N1C#N)C2)C=CC=C3)C (4,6-dimethyl-1,2,5,6-tetrahydro-4H-2,6-methano-benzo[d]azocine-3-carbonitrile), Cl (hydrochloric acid), N (ammonia). Solvent: O (water). Product: CN1C2CC3=C(C(CC1C)(C2)C)C=CC=C3 (3,4,6-Trimethyl-1,2,3,4,5,6-hexahydro-2,6-methano-benzo[d]azocine). RXN SMILES: [CH3:1][CH:2]1[N:9]([C:10]#N)[CH:8]2[CH2:12][C:4]([CH3:17])([C:5]3[CH:16]=[CH:15][CH:14]=[CH:13][C:6]=3[CH2:7]2)[CH2:3]1.Cl.N>O>[CH3:10][N:9]1[CH:2]([CH3:1])[CH2:3][C:4]2([CH3:17])[CH2:12][CH:8]1[CH2:7][C:6]1[CH:13]=[CH:14][CH:15]=[CH:16][C:5]=12. Reported procedure: A mixture of 4,6-dimethyl-1,2,5,6-tetrahydro-4H-2,6-methano-benzo[d]azocine-3-carbonitrile (one diastereomer, 925 mg), water (30 mL), and 4 M hydrochloric acid (30 mL) is stirred at reflux temperature for 9 h. After cooling to ambient temperature, the solution is basified using concentrated aqueous ammonia solution and the resulting mixture is extracted with EtOAc (2×50 mL). The combined organic extracts are washed with brine and dried (MgSO4). Removal of the solvent under reduced pressure affor...